Dataset: the Open Reaction Database (ORD), a public repository of structured organic reaction records. Task: describe an organic reaction: reactants, conditions, products, and yield The reactants are Cl (hydrogen chloride), ClCC([C@]1([C@@H](C[C@H]2[C@@H]3CCC4=CC(C=C[C@]4(C)C3=CC[C@]12C)=O)OCC(C)=O)O)=O (21-chloro-17-hydroxy-16α-(2-oxopropoxy)pregna-1,4,9(11)-triene-3,20-dione), [Cl-].[Li+] (lithium chloride), ClN1C(CCC1=O)=O (N-chlorosuccinimide). The solvent is O1CCCC1 (tetrahydrofuran), O (water), C(C)(=O)O (acetic acid). Run at time 2 hour. The product is Cl[C@@]12[C@]3(C=CC(C=C3CC[C@H]1[C@@H]1C[C@H]([C@](C(CCl)=O)([C@]1(C[C@@H]2Cl)C)O)OCC(C)=O)=O)C (9,11β,21-Trichloro-17-hydroxy-16α-(2-oxopropoxy)pregna-1,4-diene-3,20-dione). Reaction SMILES: [Cl:1][CH2:2][C:3](=[O:30])[C@:4]1([OH:29])[C@:21]2([CH3:22])[C@H:7]([C@H:8]3[C:18](=[CH:19][CH2:20]2)[C@:16]2([CH3:17])[C:11](=[CH:12][C:13](=[O:23])[CH:14]=[CH:15]2)[CH2:10][CH2:9]3)[CH2:6][C@H:5]1[O:24][CH2:25][C:26](=[O:28])[CH3:27].[Cl-:31].[Li+].ClN1C(=O)CCC1=O.[ClH:41]>C(O)(=O)C.O1CCCC1.O>[Cl:31][C@:18]12[C@@H:19]([Cl:41])[CH2:20][C@@:21]3([CH3:22])[C@@H:7]([CH2:6][C@@H:5]([O:24][CH2:25][C:26](=[O:28])[CH3:27])[C@:4]3([OH:29])[C:3](=[O:30])[CH2:2][Cl:1])[C@@H:8]1[CH2:9][CH2:10][C:11]1[C@:16]2([CH3:17])[CH:15]=[CH:14][C:13](=[O:23])[CH:12]=1 |f:1.2|. Procedure details: A solution of 21-chloro-17-hydroxy-16α-(2-oxopropoxy)pregna-1,4,9(11)-triene-3,20-dione (4mmoles) and 7.2 g of lithium chloride in 72 ml of glacial acetic acid is stirred at 0°-5°C and 592 mg of N-chlorosuccinimide is added. A solution of 180 mg of dry hydrogen chloride in 2.9 ml of tetrahydrofuran is added and the resulting mixture stirred at room temperature for 2 hours, poured into 400 ml of cold water, and extracted with chloroform. The chloroform solution is washed with water, dried, and ev... Starting materials: COC1=CC2=C(C=3C(OCC4=C(C3S2)C=CC=C4)C4=CC=C(OCCN2CCCCC2)C=C4)C=C1 (1-{2-[4-(10-methoxy-5H,7H-6-oxa-12-thia-dibenzo[a,e]azulen-7-yl)-phenoxy]-ethyl}-piperidine). Run in CN1CCCC1=O (NMP), C(Cl)Cl (CH2Cl2). Run at temperature 170 celsius. Product: N1(CCCCC1)CCOC1=CC=C(C=C1)C1OCC2=C(C=3SC4=C(C13)C=CC(=C4)O)C=CC=C2 (7-[4-(2-piperidin-1-yl-ethoxy)-phenyl]-5H,7H-6-oxa-12-thia-dibenzo[a,e]azulen-10-ol). The yield is 6.3%. As a reaction SMILES: C[O:2][C:3]1[CH:35]=[CH:34][C:6]2[C:7]3[CH:8]([C:19]4[CH:33]=[CH:32][C:22]([O:23][CH2:24][CH2:25][N:26]5[CH2:31][CH2:30][CH2:29][CH2:28][CH2:27]5)=[CH:21][CH:20]=4)[O:9][CH2:10][C:11]4[CH:18]=[CH:17][CH:16]=[CH:15][C:12]=4[C:13]=3[S:14][C:5]=2[CH:4]=1>CN1C(=O)CCC1.C(Cl)Cl>[N:26]1([CH2:25][CH2:24][O:23][C:22]2[CH:21]=[CH:20][C:19]([CH:8]3[C:7]4[C:6]5[CH:34]=[CH:35][C:3]([OH:2])=[CH:4][C:5]=5[S:14][C:13]=4[C:12]4[CH:15]=[CH:16][CH:17]=[CH:18][C:11]=4[CH2:10][O:9]3)=[CH:33][CH:32]=2)[CH2:31][CH2:30][CH2:29][CH2:28][CH2:27]1. Procedure: Add NaSEt (92 mg, 1.1 mmol) to a solution of 1-{2-[4-(10-methoxy-5H,7H-6-oxa-12-thia-dibenzo[a,e]azulen-7-yl)-phenoxy]-ethyl}-piperidine (266 mg, 0.55 mmol) in NMP (3 mL). Heat to 170° C. for 20 min. Add additional NaSEt (92 mg, 1.1 mmol) and continue heating for 1 h. Quench the reaction with water and dilute with CH2Cl2. Wash the organic phase with water and brine, dry over MgSO4, filter and concentrate. Purify the crude product by flash chromatography (0-10% (2M NH3 in MeOH)/CH2Cl2) followed b... The reactants are C(C)(C)N(C(C)C)CC (N,N-diisopropylethylamine), C1(=CC=CC=C1)P(C1=CC=CC=C1)C1=CC=CC=C1 (triphenylphosphine), P(OC)(OC)[O-] (dimethyl phosphite), FC1=CC(=C(CNC(=O)C=2N=C3C(OCCN3C(C2OCC2=CC=CC=C2)=O)(C)C)C=C1)I (N-(4-fluoro-2-iodobenzyl)-3-(benzyloxy)-9,9-dimethyl-4-oxo-4,6,7,9-tetrahydropyrimido[2,1-c][1,4]oxazine-2-carboxamide). The reagents and catalysts are C(C)(=O)[O-].[Pd+2].C(C)(=O)[O-] (palladium(II) acetate). Solvent: C(C)#N (acetonitrile), C(C)(=O)OCC (ethyl acetate). Conditions: temperature 120 celsius. Product: C(C1=CC=CC=C1)OC1=C(N=C2C(OCCN2C1=O)(C)C)C(=O)NCC1=C(C=C(C=C1)F)P(OC)(O)=O (Methyl hydrogen 2-((3-(benzyloxy)-9,9-dimethyl-4-oxo-4,6,7,9-tetrahydropyrimido[2,1-c][1,4]oxazine-2-carboxamido)methyl)-5-fluorophenylphosphonate). Yield: 64.5%. As a reaction SMILES: [F:1][C:2]1[CH:32]=[CH:31][C:5]([CH2:6][NH:7][C:8]([C:10]2[N:11]=[C:12]3[N:17]([C:18](=[O:28])[C:19]=2[O:20][CH2:21][C:22]2[CH:27]=[CH:26][CH:25]=[CH:24][CH:23]=2)[CH2:16][CH2:15][O:14][C:13]3([CH3:30])[CH3:29])=[O:9])=[C:4](I)[CH:3]=1.C(N(CC)C(C)C)(C)C.C1(P(C2C=CC=CC=2)C2C=CC=CC=2)C=CC=CC=1.[P:62]([O-:67])([O:65]C)[O:63][CH3:64]>C(#N)C.C(OCC)(=O)C.C([O-])(=O)C.[Pd+2].C([O-])(=O)C>[CH2:21]([O:20][C:19]1[C:18](=[O:28])[N:17]2[C:12]([C:13]([CH3:30])([CH3:29])[O:14][CH2:15][CH2:16]2)=[N:11][C:10]=1[C:8]([NH:7][CH2:6][C:5]1[CH:31]=[CH:32][C:2]([F:1])=[CH:3][C:4]=1[P:62](=[O:65])([OH:67])[O:63][CH3:64])=[O:9])[C:22]1[CH:27]=[CH:26][CH:25]=[CH:24][CH:23]=1 |f:6.7.8|. Reported procedure: A solution of N-(4-fluoro-2-iodobenzyl)-3-(benzyloxy)-9,9-dimethyl-4-oxo-4,6,7,9-tetrahydropyrimido[2,1-c][1,4]oxazine-2-carboxamide (0.200 g, 0.35 mmol) in acetonitrile (5 ml) was flushed with argon and then treated with N,N-diisopropylethylamine (0.25 ml, 1.4 mmol), triphenylphosphine (0.030 g), palladium(II) acetate (0.040 g). and dimethyl phosphite (0.10 ml, 1.06 mmol). The reaction mixture was then heated in a microwave oven at 120° C. for 40 min. The reaction mixture was then diluted with ... The reactants are [OH-].[K+] (potassium hydroxide), C(#N)[C@@H]1[C@@H](CN(C1)CC1=CC=CC=C1)C(=O)OCC (ethyl(3S,4R)-4-cyano-1-(phenylmethyl)-3-pyrrolidinecarboxylate), Cl (HCl). Run in CO.O (methanol water). Conditions: temperature 0 celsius, time 1 hour. Product: C(#N)[C@H]1[C@H](CN(C1)CC1=CC=CC=C1)C(=O)O ((3R,4S)-4-cyano-1-(phenylmethyl)-3-pyrrolidinecarboxylic acid). Yield: 182.5%. Reaction SMILES: [C:1]([C@H:3]1[CH2:7][N:6]([CH2:8][C:9]2[CH:14]=[CH:13][CH:12]=[CH:11][CH:10]=2)[CH2:5][C@H:4]1[C:15]([O:17]CC)=[O:16])#[N:2].[OH-].[K+].Cl>CO.O>[C:1]([C@@H:3]1[CH2:7][N:6]([CH2:8][C:9]2[CH:14]=[CH:13][CH:12]=[CH:11][CH:10]=2)[CH2:5][C@@H:4]1[C:15]([OH:17])=[O:16])#[N:2] |f:1.2,4.5|. Reported procedure: Dissolve ethyl(3S,4R)-4-cyano-1-(phenylmethyl)-3-pyrrolidinecarboxylate (2.0 g, 7.72 mmol) in 4:1 methanol/water (50 mL). The solution was cooled to 0 degrees C. and potassium hydroxide (0.867 g, 15.4 m, mol) was added. The reaction was allowed to stir at 0 degrees C. for 1 hour. 1 N HCl was added with cooling and the solution brought to pH=7. The solvent was removed under reduced pressure yielding a crude solid (3.244 g) which was taken on to the next step. LCMS: m/z 231.4 (MH+).